From a dataset of the Open Reaction Database (ORD), a public repository of structured organic reaction records. describe an organic reaction: reactants, conditions, products, and yield Starting materials: C(C)(=O)OCC1=C(N2C(C(C2SC1)N)=O)C(=O)O (3-acetyloxymethyl-7-amino-8-oxo-5-thia-1-azabicyclo[4.2.0]oct-2-ene-2carboxylic acid), ClCC1=CC=C(C=C1)CC(=O)NC1C2SCC(=C(N2C1=O)C(=O)O)C (7-[[2-[4-(chloromethyl)phenyl]acetyl]amino]-3-methyl-8-oxo-5-thia-1-azabicyclo[4.2.0]oct-2-ene-2-carboxylic acid). Yields the product NC1C2SCC(=C(N2C1=O)C(=O)O)C (7-amino-3-methyl-8-oxo-5-thia-1-azabicyclo[4.2.0]oct-2-ene-2-carboxylic acid). Reaction SMILES: C(O[CH2:5][C:6]1[CH2:13][S:12][CH:11]2[N:8]([C:9](=[O:15])[CH:10]2[NH2:14])[C:7]=1[C:16]([OH:18])=[O:17])(=O)C.ClCC1C=CC(CC(NC2C(=O)N3C2SCC(C)=C3C(O)=O)=O)=CC=1>>[NH2:14][CH:10]1[C:9](=[O:15])[N:8]2[CH:11]1[S:12][CH2:13][C:6]([CH3:5])=[C:7]2[C:16]([OH:18])=[O:17]. Procedure: By the procedure of Example 14, only substituted 1 g of 7-amino-3-methyl-8-oxo-5-thia-1-azabicyclo[4.2.0]oct-2-ene-2-carboxylic acid for 3-acetyloxymethyl-7-amino-8-oxo-5-thia-1-azabicyclo[4.2.0]oct-2-ene-2carboxylic acid, 7-[[2-[4-(chloromethyl)phenyl]acetyl]amino]-3-methyl-8-oxo-5-thia-1-azabicyclo[4.2.0]oct-2-ene-2-carboxylic acid is obtained. M.P. 145°-146° C. Reaction SMILES: CC1(C)C(C)(C)OB([C:9]2[CH:14]=[CH:13][C:12]([OH:15])=[CH:11][CH:10]=2)O1.[F-].[Cs+].[C:19]([O:22][C@H:23]1[C@H:29]([O:30][C:31](=[O:33])[CH3:32])[C@@H:28]([O:34][C:35](=[O:37])[CH3:36])[C@:27]2([C:39]3[CH:44]=[CH:43][C:42]([Cl:45])=[C:41]([CH2:46]Br)[CH:40]=3)[O:38][C@@:24]1([CH2:48][O:49][C:50](=[O:52])[CH3:51])[CH2:25][O:26]2)(=[O:21])[CH3:20]>O1CCOCC1.C(OC(=O)C)C>[C:19]([O:22][C@H:23]1[C@H:29]([O:30][C:31](=[O:33])[CH3:32])[C@@H:28]([O:34][C:35](=[O:37])[CH3:36])[C@:27]2([C:39]3[CH:44]=[CH:43][C:42]([Cl:45])=[C:41]([CH2:46][C:9]4[CH:10]=[CH:11][C:12]([OH:15])=[CH:13][CH:14]=4)[CH:40]=3)[O:38][C@@:24]1([CH2:48][O:49][C:50](=[O:52])[CH3:51])[CH2:25][O:26]2)(=[O:21])[CH3:20] |f:1.2|. The reactants are CC1(OB(OC1(C)C)C1=CC=C(C=C1)O)C (4-(4,4,5,5-tetramethyl-1,3,2-dioxaborolan-2-yl)phenol), [F-].[Cs+] (CsF), C(C)(=O)O[C@@H]1[C@@]2(CO[C@]([C@@H]([C@H]1OC(C)=O)OC(C)=O)(O2)C2=CC(=C(C=C2)Cl)CBr)COC(C)=O ((1R,2S,3S,4R,5S)-1-(acetoxymethyl)-5-(3-(bromomethyl)-4-chlorophenyl)-6,8-dioxabicyclo[3.2.1]octane-2,3,4-triyl triacetate), C(C)(=O)O[C@@H]1[C@@]2(CO[C@]([C@@H]([C@H]1OC(C)=O)OC(C)=O)(O2)C2=CC(=C(C=C2)Cl)CBr)COC(C)=O ((1R,2S,3S,4R,5S)-1-(acetoxymethyl)-5-(3-(bromomethyl)-4-chlorophenyl)-6,8-dioxabicyclo[3.2.1]octane-2,3,4-triyl triacetate), Pd(PPh3). The product is C(C)(=O)O[C@@H]1[C@@]2(CO[C@]([C@@H]([C@H]1OC(C)=O)OC(C)=O)(O2)C2=CC(=C(C=C2)Cl)CC2=CC=C(C=C2)O)COC(C)=O ((1R,2S,3S,4R,5S)-1-(acetoxymethyl)-5-(4-chloro-3-(4-hydroxybenzyl)phenyl)-6,8-dioxabicyclo[3.2.1]octane-2,3,4-triyl triacetate). Yield: 41.0%. Reaction conditions: temperature 110 celsius. Run in O1CCOCC1 (Dioxane), C(C)OC(C)=O (ethylacetate). Procedure: To a solution of 4-(4,4,5,5-tetramethyl-1,3,2-dioxaborolan-2-yl)phenol (500 mg, 2.25 mmol), CsF (865.83 mg, 5.70 mmol) in Dioxane (9.5 mL), (1R,2S,3S,4R,55)-1-(acetoxymethyl)-5-(3-(bromomethyl)-4-chlorophenyl)-6,8-dioxabicyclo[3.2.1]octane-2,3,4-triyl triacetate (1.07 g, 1.90 mmol, Intermediate 2) and Pd(PPh3) (173.3 mg, 0.15 mmol) were added under N2 atmosphere. The reaction mixture was heated to 110° C. for 1 h. After completion of the reaction as confirmed by TLC, the reaction mixture was dil... Reactants: N#CCBr, O=C([O-])[O-], ClCCl, CN(C)C=O, Cl, [K+], [K+], O=c1[nH]sc2ccc([N+](=O)[O-])cc12. The product is N#CCOc1nsc2ccc([N+](=O)[O-])cc12. As a reaction SMILES: [Br:20][CH2:21][C:22]#[N:23].[C:14](=[O:15])([O-:16])[O-:17].[CH2:30]([Cl:31])[Cl:32].[CH3:25][N:26]([CH3:27])[CH:28]=[O:29].[ClH:24].[K+:18].[K+:19].[N+:1](=[O:2])([O-:3])[c:4]1[cH:5][cH:6][c:7]2[c:8]([c:9](=[O:12])[nH:10][s:11]2)[cH:13]1>>[N+:1](=[O:2])([O-:3])[c:4]1[cH:5][cH:6][c:7]2[c:8]([c:9]([O:12][CH2:21][C:22]#[N:23])[n:10][s:11]2)[cH:13]1. The reactants are C[S-].[Na+] (Sodium methanethiolate), NC=1C(=NC(=NC1)Cl)Cl (5-amino-2,4-dichloropyrimidine). The solvent is CO (methanol). Yields the product NC=1C(=NC(=NC1)Cl)SC (5-amino-2-chloro-4-methylthiopyrimidine). Yield: 35.0%. As a reaction SMILES: [CH3:1][S-:2].[Na+].[NH2:4][C:5]1[C:6](Cl)=[N:7][C:8]([Cl:11])=[N:9][CH:10]=1>CO>[NH2:4][C:5]1[C:6]([S:2][CH3:1])=[N:7][C:8]([Cl:11])=[N:9][CH:10]=1 |f:0.1|. Reported procedure: Sodium methanethiolate (0.342 g) was added to a solution of 5-amino-2,4-dichloropyrimidine (1 g) in methanol (5 ml) and the mixture was heated at reflux for 2 hours. Volatile material was then removed by evaporation and water (1 ml) was added. The suspended solid was collected by filtration, washed with hexane (10 ml) and dried under vacuum to give 5-amino-2-chloro-4-methylthiopyrimidine (0.3 g); 1H NMR (CDCl3): 2.55 (s, 3H), 7.75 (s, 1H); mass spectrum (+ve CI): 175 (M+H)+. Starting materials: C(C)(C)(C)OC(=O)N([C@H](C(=O)O)CC1=CC=CC=C1)CC=C ((S)-2-[N-(t-butoxycarbonyl)-allylamino]-3-phenyl-propioic acid), COC=1C=C(CCN)C=C(C1OC)OC ((3,4,5-trimethoxy)-benzylmethylamine), Cl.CN(CCCN=C=NCC)C (1-(3-dimethylaminopropyl)-3-ethylcarbodiimide hydrochloride), ON1N=NC2=C1C=CC=C2 (1-hydroxybenzotriazole), C(C)(C)N(CC)C(C)C (diisopropylethylamine). Run in ClCCl (dichloromethane), C(C)(=O)OCC (ethyl acetate). The product is COC=1C=C(CN(C([C@H](CC2=CC=CC=C2)N(C(=O)OC(C)(C)C)CC=C)=O)C)C=C(C1OC)OC ((S)-N-(3,4,5-Trimethoxybenzyl)-N-methyl-2-[N'-(t-butoxycarbonyl)-allylamino]-3-phenyl-propionamide). As a reaction SMILES: [C:1]([O:5][C:6]([N:8]([CH2:20][CH:21]=[CH2:22])[C@@H:9]([CH2:13][C:14]1[CH:19]=[CH:18][CH:17]=[CH:16][CH:15]=1)[C:10]([OH:12])=O)=[O:7])([CH3:4])([CH3:3])[CH3:2].[CH3:23][O:24][C:25]1[CH:26]=[C:27]([CH:31]=[C:32]([O:36][CH3:37])[C:33]=1[O:34][CH3:35])[CH2:28]CN.Cl.[CH3:39][N:40](C)CCCN=C=NCC.ON1C2C=CC=CC=2N=N1.C(N(C(C)C)CC)(C)C>ClCCl.C(OCC)(=O)C>[CH3:37][O:36][C:32]1[CH:31]=[C:27]([CH:26]=[C:25]([O:24][CH3:23])[C:33]=1[O:34][CH3:35])[CH2:28][N:40]([CH3:39])[C:10](=[O:12])[C@@H:9]([N:8]([CH2:20][CH:21]=[CH2:22])[C:6]([O:5][C:1]([CH3:2])([CH3:3])[CH3:4])=[O:7])[CH2:13][C:14]1[CH:19]=[CH:18][CH:17]=[CH:16][CH:15]=1 |f:2.3|. Reported procedure: Combine (S)-2-[N-(t-butoxycarbonyl)-allylamino]-3-phenyl-propioic acid (0.91 g, 2.97 mmol), (3,4,5-trimethoxy)-benzylmethylamine (0.63 g, 2.97 mmol), 1-(3-dimethylaminopropyl)-3-ethylcarbodiimide hydrochloride (0.63 g, 3.27 mmol), 1-hydroxybenzotriazole (0.349 g, 3.27 mmol), and diisopropylethylamine (0.77 mL, 6.27 mmol) in dichloromethane (30 mL) and stir for 18 hours. Dilute with ethyl acetate and extract with 1M hydrochloric acid, a saturated aqueous solution of sodium bicarbonate and a satur... Procedure: A mixture of 2-amino-2-methylpropanol (4.46 g), 4-methoxyphenethyl bromide (10.76 g), potassium carbonate (13.8 g) and potassium iodide (8.3 g) in acetonitrile (100 ml) was heated under reflux for 20 hours and evaporated. The residue was partitioned between ethyl acetate and water and the organic layer was dried over sodium sulphate and evaporated. The residual solid was recrystallised from ethyl acetate/hexane to give the title compound (6.6 g, 60%), m.p. 114°-115°. Product: COC1=CC=C(CCNC(CO)(C)C)C=C1 (2-(4-Methoxyphenethylamino)-2-methylpropanol). RXN SMILES: [NH2:1][C:2]([CH3:6])([CH3:5])[CH2:3][OH:4].[CH3:7][O:8][C:9]1[CH:17]=[CH:16][C:12]([CH2:13][CH2:14]Br)=[CH:11][CH:10]=1.C(=O)([O-])[O-].[K+].[K+].[I-].[K+]>C(#N)C>[CH3:7][O:8][C:9]1[CH:17]=[CH:16][C:12]([CH2:13][CH2:14][NH:1][C:2]([CH3:6])([CH3:5])[CH2:3][OH:4])=[CH:11][CH:10]=1 |f:2.3.4,5.6|. The solvent is C(C)#N (acetonitrile). Reactants: NC(CO)(C)C (2-amino-2-methylpropanol), COC1=CC=C(CCBr)C=C1 (4-methoxyphenethyl bromide), C([O-])([O-])=O.[K+].[K+] (potassium carbonate), [I-].[K+] (potassium iodide). Isolated yield 59.1%. Reactants: CCOCc1nc2cnc3cc(Br)ccc3c2n1CC(C)(C)O, C1CCOC1, C=CS(C)(=O)=O, [H-], [Na+], O. Yields the product CCOCc1nc2cnc3cc(Br)ccc3c2n1CC(C)(C)OCCS(C)(=O)=O. RXN SMILES: [Br:7][c:8]1[cH:9][cH:10][c:11]2[c:12]3[c:13]([cH:14][n:15][c:16]2[cH:17]1)[n:18][c:19]([CH2:26][O:27][CH2:28][CH3:29])[n:20]3[CH2:21][C:22]([CH3:23])([OH:24])[CH3:25].[CH2:33]1[O:34][CH2:35][CH2:36][CH2:37]1.[CH:1](=[CH2:2])[S:3](=[O:4])(=[O:5])[CH3:6].[H-:30].[Na+:31].[OH2:32]>>[CH2:1]([CH2:2][O:24][C:22]([CH2:21][n:20]1[c:12]2[c:11]3[cH:10][cH:9][c:8]([Br:7])[cH:17][c:16]3[n:15][cH:14][c:13]2[n:18][c:19]1[CH2:26][O:27][CH2:28][CH3:29])([CH3:23])[CH3:25])[S:3](=[O:4])(=[O:5])[CH3:6]. Reactants: C(\C=C\C(=O)O)(=O)O.C(\C=C\C(=O)O)(=O)O.C(C=C)NC1=NC(=NC(=N1)NCC=C)NCCN1CCN(CC1)C1C2=C(CCC3=C1C=CC=C3)C=CC=C2 (2,4-diallylamino-6-{2-[4-(10,11-dihydro-5H-dibenzo[a,d]cyclohepten-5-yl)piperazin-1-yl]ethylamino}-1,3,5-triazine difumarate), cyanomethyl, N (NH3). The reagents and catalysts are [H][H].[Ni] (H2 Ni). Run in C(C)O (ethanol). Yields the product C(C=C)NC1=NC(=NC(=N1)NCC=C)NCCN1CCN(CC1)C1C2=C(CCC3=C1C=CC=C3)C=CC=C2 (2,4-Diallylamino-6-{2-[ 4-(10,11-dihydro-5H-dibenzo[a,d]cyclohepten-5-yl)piperazin-1-yl]ethylamino}-1,3,5-triazine). RXN SMILES: C(O)(=O)/C=C/C(O)=O.C(O)(=O)/C=C/C(O)=O.[CH2:17]([NH:20][C:21]1[N:26]=[C:25]([NH:27][CH2:28][CH:29]=[CH2:30])[N:24]=[C:23]([NH:31][CH2:32][CH2:33][N:34]2[CH2:39][CH2:38][N:37]([CH:40]3[C:46]4[CH:47]=[CH:48][CH:49]=[CH:50][C:45]=4[CH2:44][CH2:43][C:42]4[CH:51]=[CH:52][CH:53]=[CH:54][C:41]3=4)[CH2:36][CH2:35]2)[N:22]=1)[CH:18]=[CH2:19].N>C(O)C.[H][H].[Ni]>[CH2:28]([NH:27][C:25]1[N:26]=[C:21]([NH:20][CH2:17][CH:18]=[CH2:19])[N:22]=[C:23]([NH:31][CH2:32][CH2:33][N:34]2[CH2:35][CH2:36][N:37]([CH:40]3[C:41]4[CH:54]=[CH:53][CH:52]=[CH:51][C:42]=4[CH2:43][CH2:44][C:45]4[CH:50]=[CH:49][CH:48]=[CH:47][C:46]3=4)[CH2:38][CH2:39]2)[N:24]=1)[CH:29]=[CH2:30] |f:0.1.2,5.6|. Procedure details: When the reaction is complete, the salt is filtered off, the solvent is evaporated and the residue is taken up in ether, washed with water and dried over MgSO4. After evaporation of the ether, the oily residue is chromatographed on 120 g of silica, using the system CH2Cl2 /CH3OH (92/8) as eluant. After evaporation of the eluate, the recovered base is converted into the difumarate in ethanol to yield, ultimately, 7.7 g of 2,4-diallylamino-6-{2-[4-(10,11-dihydro-5H-dibenzo[a,d]cyclohepten-5-yl)pip... The reactants are C[C@H](CCC)OC1=NC(=C2N=CN(C2=N1)C1OCCCC1)N (2-{[(1R)-1-methylbutyl]oxy}-9-(tetrahydro-2H-pyran-2-yl)-9H-purin-6-amine), BrN1C(CCC1=O)=O (N-bromosuccinimide). Run in C(Cl)(Cl)Cl (chloroform), ClCCl (dichloromethane). Reaction conditions: temperature 0 celsius, time 30 minute. Yields the product BrC=1N(C2=NC(=NC(=C2N1)N)O[C@@H](CCC)C)C1OCCCC1 (8-Bromo-2-{[(1R)-1-methylbutyl]oxy}-9-(tetrahydro-2H-pyran-2-yl)-9H-purin-6-amine). The yield is 82.3%. As a reaction SMILES: [CH3:1][C@@H:2]([O:6][C:7]1[N:15]=[C:14]2[C:10]([N:11]=[CH:12][N:13]2[CH:16]2[CH2:21][CH2:20][CH2:19][CH2:18][O:17]2)=[C:9]([NH2:22])[N:8]=1)[CH2:3][CH2:4][CH3:5].[Br:23]N1C(=O)CCC1=O>C(Cl)(Cl)Cl.ClCCl>[Br:23][C:12]1[N:13]([CH:16]2[CH2:21][CH2:20][CH2:19][CH2:18][O:17]2)[C:14]2[C:10]([N:11]=1)=[C:9]([NH2:22])[N:8]=[C:7]([O:6][C@H:2]([CH3:1])[CH2:3][CH2:4][CH3:5])[N:15]=2. Procedure details: 2-{[(1R)-1-methylbutyl]oxy}-9-(tetrahydro-2H-pyran-2-yl)-9H-purin-6-amine (5.05 g, 16.54 mmol) was dissolved in chloroform (30 ml) and cooled to 0° C. To this solution N-bromosuccinimide (3.24 g, 18.19 mmol) was added portionwise keeping the temperature below 2° C. This gave a dark green solution which was stirred at 0° C. for 30 minutes before allowing to warm to room temperature and stirring for 6 hours. The reaction mixture was washed with water (2×50 ml) and the layers separated using hydrop... Reactants: C(CCC)(=O)C1=CNC2=CC(=CC=C2C1=O)COC(C1=CC=CC=C1)=O (3-Butyryl-7-benzoyloxymethyl-4(1H)-quinolone), P(=O)(Cl)(Cl)Cl (phosphoryl chloride). The product is C(CCC)(=O)C=1C=NC2=CC(=CC=C2C1Cl)COC(C1=CC=CC=C1)=O (3-butyryl-4-chloro-7-benzoyloxymethyl-quinoline). Reaction SMILES: [C:1]([C:6]1[C:15](=O)[C:14]2[C:9](=[CH:10][C:11]([CH2:17][O:18][C:19](=[O:26])[C:20]3[CH:25]=[CH:24][CH:23]=[CH:22][CH:21]=3)=[CH:12][CH:13]=2)[NH:8][CH:7]=1)(=[O:5])[CH2:2][CH2:3][CH3:4].P(Cl)(Cl)([Cl:29])=O>>[C:1]([C:6]1[CH:7]=[N:8][C:9]2[C:14]([C:15]=1[Cl:29])=[CH:13][CH:12]=[C:11]([CH2:17][O:18][C:19](=[O:26])[C:20]1[CH:25]=[CH:24][CH:23]=[CH:22][CH:21]=1)[CH:10]=2)(=[O:5])[CH2:2][CH2:3][CH3:4]. Procedure details: 3-Butyryl-7-benzoyloxymethyl-4(1H)-quinolone (10.42 g, 29.8 mmol) and phosphoryl chloride (60 ml) were refluxed for 1 hour, then evaporated, and the residue poured onto ice (300 g) with stirring. After neutralising with concentrated ammonia, the product was extracted into chloroform and the solution dried (Na2SO4) and evaporated to a solid. Trituration with ether gave the title compound (9.76 g), m.p. 66°-8°.